Dataset: the Open Reaction Database (ORD), a public repository of structured organic reaction records. Task: describe an organic reaction: reactants, conditions, products, and yield The reactants are C(C)(C)(C)OC(COC1=C(C=C(C=C1)Cl)C#C)=O (tert-butyl(4-chloro-2-ethynylphenoxy)acetate), C(C)(C)(C)OC(COC1=C(C=C(C=C1)Cl)C#C)=O (tert-butyl(4-chloro-2-ethynylphenoxy)acetate), BrC1=NC=CC=C1 (2-bromopyridine). Yields the product ClC1=CC(=C(OCC(=O)O)C=C1)C#CC1=NC=CC=C1 ([4-chloro-2-(pyridin-2-ylethynyl)phenoxy]acetic acid). RXN SMILES: C([O:5][C:6](=[O:18])[CH2:7][O:8][C:9]1[CH:14]=[CH:13][C:12]([Cl:15])=[CH:11][C:10]=1[C:16]#[CH:17])(C)(C)C.Br[C:20]1[CH:25]=[CH:24][CH:23]=[CH:22][N:21]=1>>[Cl:15][C:12]1[CH:13]=[CH:14][C:9]([O:8][CH2:7][C:6]([OH:5])=[O:18])=[C:10]([C:16]#[C:17][C:20]2[CH:25]=[CH:24][CH:23]=[CH:22][N:21]=2)[CH:11]=1. Procedure: Following the general method as outlined in Example 10, starting from tert-butyl(4-chloro-2-ethynylphenoxy)acetate (Intermediate 3) and 2-bromopyridine (Acros), the title compound was obtained as a beige powder after purification by precipitation in acetonitrile. The reactants are FC1=C(C=CC(=C1)F)C1=NC(=NC=N1)NC1=CC(=CC=C1)CS(=O)(=O)C (4-(2,4-difluorophenyl)-N-{3-[(methylsulfonyl)methyl]phenyl}-1,3,5-triazin-2-amine), intermediate 42.1, C1(CC1)CO (cyclopropylmethanol). The product is C1(CC1)COC1=C(C=CC(=C1)F)C1=NC(=NC=N1)NC1=CC(=CC=C1)CS(=O)(=O)C (4-[2-(Cyclopropylmethoxy)-4-fluorophenyl]-N-{3-[(methylsulfonyl)methyl]phenyl}-1,3,5-triazin-2-amine). As a reaction SMILES: F[C:2]1[CH:7]=[C:6]([F:8])[CH:5]=[CH:4][C:3]=1[C:9]1[N:14]=[CH:13][N:12]=[C:11]([NH:15][C:16]2[CH:21]=[CH:20][CH:19]=[C:18]([CH2:22][S:23]([CH3:26])(=[O:25])=[O:24])[CH:17]=2)[N:10]=1.[CH:27]1([CH2:30][OH:31])[CH2:29][CH2:28]1>>[CH:27]1([CH2:30][O:31][C:2]2[CH:7]=[C:6]([F:8])[CH:5]=[CH:4][C:3]=2[C:9]2[N:14]=[CH:13][N:12]=[C:11]([NH:15][C:16]3[CH:21]=[CH:20][CH:19]=[C:18]([CH2:22][S:23]([CH3:26])(=[O:25])=[O:24])[CH:17]=3)[N:10]=2)[CH2:29][CH2:28]1. Reported procedure: Starting with 4-(2,4-difluorophenyl)-N-{3-[(methylsulfonyl)methyl]phenyl}-1,3,5-triazin-2-amine (75 mg; 0.193 mmol), intermediate 42.1, and cyclopropylmethanol (58 mg; 0.773 mmol), example 55 was prepared analogously to the procedure for the preparation of example 42. Reactants: N1(CCCC1)C(=O)Cl (pyrrolidine-1-carbonyl chloride), C1(CC1)CCNC(=O)C=1N=NC(=CC1)N1CCNCC1 (6-piperazin-1-yl-pyridazine-3-carboxylic acid (2-cyclopropylethyl)amide). Product: C1(CC1)CCNC(=O)C=1N=NC(=CC1)N1CCN(CC1)C(=O)N1CCCC1 (6-[4-(PYRROLIDINE-1-CARBONYL)PIPERAZIN-1-YL]PYRIDAZINE-3-CARBOXYLIC ACID (2-CYCLOPROPYLETHYL)AMIDE), powder. The yield is 54.0%. Reaction SMILES: [N:1]1([C:6](Cl)=[O:7])[CH2:5][CH2:4][CH2:3][CH2:2]1.[CH:9]1([CH2:12][CH2:13][NH:14][C:15]([C:17]2[N:18]=[N:19][C:20]([N:23]3[CH2:28][CH2:27][NH:26][CH2:25][CH2:24]3)=[CH:21][CH:22]=2)=[O:16])[CH2:11][CH2:10]1>>[CH:9]1([CH2:12][CH2:13][NH:14][C:15]([C:17]2[N:18]=[N:19][C:20]([N:23]3[CH2:28][CH2:27][N:26]([C:6]([N:1]4[CH2:5][CH2:4][CH2:3][CH2:2]4)=[O:7])[CH2:25][CH2:24]3)=[CH:21][CH:22]=2)=[O:16])[CH2:11][CH2:10]1. Reported procedure: Following the procedure of Example 3, making variations only as required to use pyrrolidine-1-carbonyl chloride in place of isoxazole-5-carbonyl chloride to react with 6-piperazin-1-yl-pyridazine-3-carboxylic acid (2-cyclopropylethyl)amide, the title compound was obtained as a white powder (54% yield). 1H NMR (400 MHz, CDCl3) δ 8.04, 7.98, 6.99, 3.79, 3.56, 3.47-3.45, 3.40, 1.87-1.85, 1.52, 0.80-0.72, 0.48-0.46, 0.10-0.09.